From a dataset of the Open Reaction Database (ORD), a public repository of structured organic reaction records. describe an organic reaction: reactants, conditions, products, and yield The reactants are O (water), CC(=CC=O)CCC=C(CC(C)C)C (3,7,9-trimethyl-2,6-decadien-1-al). Reagents/catalysts: [Ni] (Raney nickel). Solvent: CO (methanol), CO (methanol). Product: CC(CCO)CCC=C(CC(C)C)C (3,7,9-trimethyl-6-decen-1-ol). Reaction SMILES: O.[CH3:2][C:3]([CH2:7][CH2:8][CH:9]=[C:10]([CH3:15])[CH2:11][CH:12]([CH3:14])[CH3:13])=[CH:4][CH:5]=[O:6]>[Ni].CO>[CH3:2][CH:3]([CH2:7][CH2:8][CH:9]=[C:10]([CH3:15])[CH2:11][CH:12]([CH3:14])[CH3:13])[CH2:4][CH2:5][OH:6]. Procedure details: 5 g. of Raney nickel are suspended in 200 ml. of methanol and treated slowly with a solution of 2.5 g. of soda in 5 ml. of water. To this mixture are added 97 g. of 3,7,9-trimethyl-2,6-decadien-1-al dissolved in 0.8 liters of methanol and the resulting mixture is hydrogenated. After uptake 2 of equivalents of hydrogen, the catalyst is filtered off, rinsed with 50 ml. of methanol and the filtrate evaporated. The residue is taken up in 300 ml. of ether, washed three times with 200 ml. of water eac... The reactants are CCO, N#Cc1[se]c2c(c1N)CCCC2, [Na+], [OH-], O. The product is NC(=O)c1[se]c2c(c1N)CCCC2. As a reaction SMILES: [CH3:16][CH2:17][OH:18].[NH2:1][c:2]1[c:3]2[c:4]([se:5][c:6]1[C:7]#[N:8])[CH2:9][CH2:10][CH2:11][CH2:12]2.[Na+:14].[OH-:13].[OH2:15]>>[NH2:1][c:2]1[c:3]2[c:4]([se:5][c:6]1[C:7]([NH2:8])=[O:13])[CH2:9][CH2:10][CH2:11][CH2:12]2. Starting materials: BrC1=NC=CC=C1 (2-bromopyridine), C(C)OC=1C=C(C=O)C=CC1[N+](=O)[O-] (3-ethoxy-4-nitrobenzaldehyde), Cl (hydrochloric acid), O (Water). Run in CCOCC (ether), C(CCC)[Li] (n-butyl lithium), CCOCC (ether), C1CCOC1 (THF). Reaction conditions: time 1 hour. As a reaction SMILES: Br[C:2]1[CH:7]=[CH:6][CH:5]=[CH:4][N:3]=1.[CH2:8]([O:10][C:11]1[CH:12]=[C:13]([CH:16]=[CH:17][C:18]=1[N+:19]([O-:21])=[O:20])[CH:14]=[O:15])[CH3:9].O.Cl>CCOCC.C([Li])CCC.C1COCC1>[CH2:8]([O:10][C:11]1[CH:12]=[C:13]([CH:14]([C:2]2[CH:7]=[CH:6][CH:5]=[CH:4][N:3]=2)[OH:15])[CH:16]=[CH:17][C:18]=1[N+:19]([O-:21])=[O:20])[CH3:9]. Procedure details: To a solution of 2-bromopyridine (4.0 g) in dry ether (50 ml), n-butyl lithium (19.2 ml, 1.6M hexane solution) was added dropwise under argon atmosphere at −78° C. After finishing the dropping, the mixture was stirred for 1 hour, and a solution of 3-ethoxy-4-nitrobenzaldehyde (5.0 g) in dry ether (100 ml) and dry THF (50 ml) was added dropwise to the mixture. After finishing the dropping, and the mixture was allowed to be at room temperature and the mixture was stirred overnight. Water was added... Product: C(C)OC=1C=C(C=CC1[N+](=O)[O-])C(O)C1=NC=CC=C1 ((3-ethoxy-4-nitrophenyl)(2-pyridyl)methanol). Yield: 49.0%. Reactants: FC(C(=O)O)(F)F (trifluoroacetic acid), C(C)OC(C=CC(C(C1=CC=CC=C1)C1=CC=CC=C1)N(C)C(=O)OC(C)(C)C)=O (4-(tert-butoxycarbonyl-methyl-amino)-5,5-diphenyl-pent-2-enoic acid ethyl ester). Solvent: C(Cl)Cl (methylene chloride). Product: C(C)OC(C=CC(C(C1=CC=CC=C1)C1=CC=CC=C1)NC)=O (4-Methylamino-5,5-diphenyl-pent-2-enoic acid ethyl ester). Reaction SMILES: FC(F)(F)C(O)=O.[CH2:8]([O:10][C:11](=[O:37])[CH:12]=[CH:13][CH:14]([N:28](C(OC(C)(C)C)=O)[CH3:29])[CH:15]([C:22]1[CH:27]=[CH:26][CH:25]=[CH:24][CH:23]=1)[C:16]1[CH:21]=[CH:20][CH:19]=[CH:18][CH:17]=1)[CH3:9]>C(Cl)Cl>[CH2:8]([O:10][C:11](=[O:37])[CH:12]=[CH:13][CH:14]([NH:28][CH3:29])[CH:15]([C:16]1[CH:21]=[CH:20][CH:19]=[CH:18][CH:17]=1)[C:22]1[CH:23]=[CH:24][CH:25]=[CH:26][CH:27]=1)[CH3:9]. Procedure details: 22 ml (0.28 mol) of trifluoroacetic acid are added dropwise to a solution of 14.2 g (34.7 mmol) of 4-(tert-butoxycarbonyl-methyl-amino)-5,5-diphenyl-pent-2-enoic acid ethyl ester in 100 ml of methylene chloride. After 5 hours the reaction mixture is concentrated by evaporation and then twice toluene is added and the mixture concentrated by evaporation. The residue is dissolved in methylene chloride, washed with saturated sodium hydrogen carbonate solution, dried over sodium sulfate and again con... Starting materials: C(C(C)(C)C)(=O)OC1CCC(CC1)C (4-methylcyclohexyl pivalate), complex 4, C(C)(=O)O (acetic acid). The product is C(C(C)(C)C)(=O)OC1CCC(CC1)(C)O (4-hydroxy-4-methylcyclohexyl pivalate). As a reaction SMILES: [C:1]([O:7][CH:8]1[CH2:13][CH2:12][CH:11]([CH3:14])[CH2:10][CH2:9]1)(=[O:6])[C:2]([CH3:5])([CH3:4])[CH3:3].C(O)(=[O:17])C>>[C:1]([O:7][CH:8]1[CH2:13][CH2:12][C:11]([OH:17])([CH3:14])[CH2:10][CH2:9]1)(=[O:6])[C:2]([CH3:5])([CH3:4])[CH3:3]. Reported procedure: FIG. 2 represents chemical structures, reaction schemes and reaction yields for an example of an oxidation of the substrate 4-methylcyclohexyl pivalate in the presence of two different complexes. Experimental details are provided in Examples 3 and 4. Reaction of the substrate with complex 4 in the presence of acetic acid (AcOH) yielded 38% (by GC) of the mono-oxidized product 4-hydroxy-4-methylcyclohexyl pivalate (entry 4). This yield was amplified by using a three-fold reagent addition procedur... The reactants are COC(=O)CBr, COc1c(C)c(Cc2ccc(O)c(C(=O)N3CCOCC3)c2)c(OC)c(OC)c1OC, CC(C)=O, [Na+], [Na+], O=C([O-])[O-]. Yields the product COC(=O)COc1ccc(Cc2c(C)c(OC)c(OC)c(OC)c2OC)cc1C(=O)N1CCOCC1. RXN SMILES: [Br:38][CH2:39][C:40](=[O:41])[O:42][CH3:43].[CH3:1][O:2][c:3]1[c:4]([CH3:31])[c:5]([CH2:6][c:7]2[cH:8][cH:9][c:10]([OH:21])[c:11]([C:12](=[O:13])[N:14]3[CH2:15][CH2:16][O:17][CH2:18][CH2:19]3)[cH:20]2)[c:22]([O:29][CH3:30])[c:23]([O:27][CH3:28])[c:24]1[O:25][CH3:26].[CH3:44][C:45](=[O:46])[CH3:47].[Na+:32].[Na+:33].[O-:34][C:35](=[O:36])[O-:37]>>[CH3:1][O:2][c:3]1[c:4]([CH3:31])[c:5]([CH2:6][c:7]2[cH:8][cH:9][c:10]([O:21][CH2:39][C:40](=[O:41])[O:42][CH3:43])[c:11]([C:12](=[O:13])[N:14]3[CH2:15][CH2:16][O:17][CH2:18][CH2:19]3)[cH:20]2)[c:22]([O:29][CH3:30])[c:23]([O:27][CH3:28])[c:24]1[O:25][CH3:26]. Reactants: P(=O)([O-])([O-])[O-].[Na+].[Na+].[Na+] (sodium phosphate), Cl.N[C@@H](CCCCN)C(=O)O (L-lysine monohydrochloride), CC1=C(C(=C(C=N1)COP(=O)(O)O)C=O)O (pyridoxal phosphate), Cl (hydrochloric acid). Product: N[C@@H](CCCCN)C(=O)O (Lysine). Reaction SMILES: P([O-])([O-])([O-])=O.[Na+].[Na+].[Na+].Cl.[NH2:10][C@H:11]([C:17]([OH:19])=[O:18])[CH2:12][CH2:13][CH2:14][CH2:15][NH2:16].CC1N=CC(COP(O)(O)=O)=C(C=O)C=1O.Cl>>[NH2:10][C@H:11]([C:17]([OH:19])=[O:18])[CH2:12][CH2:13][CH2:14][CH2:15][NH2:16] |f:0.1.2.3,4.5|. Procedure details: To 200 mM of sodium phosphate buffer solution (pH7.0) containing 200 mM of L-lysine monohydrochloride and 0.15 mM of pyridoxal phosphate (manufactured by Hiroshima Wako Ltd.), a bacterial cell suspension or a treated bacterial cell suspension was added, thereby preparing a total mixture of 0.2 mL, and the mixture was allowed to react at 37° C. for 6 minutes. To the reaction liquid, 1 mL of hydrochloric acid (0.2M) was added, thereby terminating the reaction. The reaction terminated liquid was di... Reactants: ClC1=CC(=CC=C1)C(=O)OO (3-chloroperbenzoic acid), [Mn](=O)(=O)(=O)[O-].[Na+] (sodium permanganate), O (water), ClC1=CC(=CC=C1)C(=O)OO (3-chloroperbenzoic acid), [Mn](=O)(=O)(=O)[O-].[Na+] (sodium permanganate), ClC1=CC(=CC=C1)C(=O)OO (3-chloroperbenzoic acid), C1(CCCCC1)SCC1=NC(=NC(=C1)N1[C@H](COCC1)C)C1=CC=C(C=C1)NC(=O)NC (1-[4-[4-(Cyclohexylsulfanylmethyl)-6-[(3S)-3-methylmorpholin-4-yl]pyrimidin-2-yl]phenyl]-3-methyl-urea), [Mn](=O)(=O)(=O)[O-].[Na+] (sodium permanganate). Run in O1CCOCC1 (1,4-dioxane). Run at time 1 hour. The product is C1(CCCCC1)S(=O)(=O)CC1=NC(=NC(=C1)N1[C@H](COCC1)C)C1=CC=C(C=C1)NC(=O)NC (1-[4-[4-(Cyclohexylsulfonylmethyl)-6-[(3S)-3-methylmorpholin-4-yl]pyrimidin-2-yl]phenyl]-3-methyl-urea). Reaction SMILES: [CH:1]1([S:7][CH2:8][C:9]2[CH:14]=[C:13]([N:15]3[CH2:20][CH2:19][O:18][CH2:17][C@@H:16]3[CH3:21])[N:12]=[C:11]([C:22]3[CH:27]=[CH:26][C:25]([NH:28][C:29]([NH:31][CH3:32])=[O:30])=[CH:24][CH:23]=3)[N:10]=2)[CH2:6][CH2:5][CH2:4][CH2:3][CH2:2]1.ClC1C=CC=C(C(OO)=[O:41])C=1.[Mn]([O-])(=O)(=O)=O.[Na+].[OH2:50]>O1CCOCC1>[CH:1]1([S:7]([CH2:8][C:9]2[CH:14]=[C:13]([N:15]3[CH2:20][CH2:19][O:18][CH2:17][C@@H:16]3[CH3:21])[N:12]=[C:11]([C:22]3[CH:23]=[CH:24][C:25]([NH:28][C:29]([NH:31][CH3:32])=[O:30])=[CH:26][CH:27]=3)[N:10]=2)(=[O:41])=[O:50])[CH2:6][CH2:5][CH2:4][CH2:3][CH2:2]1 |f:2.3|. Procedure: 1-[4-[4-(Cyclohexylsulfanylmethyl)-6-[(3S)-3-methylmorpholin-4-yl]pyrimidin-2-yl]phenyl]-3-methyl-urea (0.35 mmol) was dissolved in 1,4-dioxane (5 mL) and water (1 mL). 3-chloroperbenzoic acid (75%) (121 mg) was added to the solution followed immediately by sodium permanganate (140 mg) and the reactions stirred at RT for 1 hour. Further 3-chloroperbenzoic acid (75%) (121 mg) and sodium permanganate (140 mg) were added and the reactions allowed to stir at RT for 1 hour. Further 3-chloroperbenzoic...